This data is from the Open Reaction Database (ORD), a public repository of structured organic reaction records. The task is: describe an organic reaction: reactants, conditions, products, and yield The reactants are Cc1ccccc1, CO, CCOCC, CCC(=O)CC, COC=O, [H-], [NH4+], [Na+], [OH-]. Product: CCC(=O)C(C)=COC. Reaction SMILES: [CH3:15][c:16]1[cH:17][cH:18][cH:19][cH:20][cH:21]1.[CH3:22][OH:23].[CH3:24][CH2:25][O:26][CH2:27][CH3:28].[CH3:3][CH2:4][C:5]([CH2:6][CH3:7])=[O:8].[CH:9](=[O:10])[O:11][CH3:12].[H-:2].[NH4+:14].[Na+:1].[OH-:13]>>[CH3:3][C:4]([C:5]([CH2:6][CH3:7])=[O:8])=[CH:9][O:11][CH3:12]. Reactants: OCCCCCCOCc1ccccc1, ClCCl, O=[Cr](=O)([O-])Cl, c1cc[nH+]cc1. Product: O=CCCCCCOCc1ccccc1. Reaction SMILES: [CH2:12]([c:13]1[cH:14][cH:15][cH:16][cH:17][cH:18]1)[O:19][CH2:20][CH2:21][CH2:22][CH2:23][CH2:24][CH2:25][OH:26].[CH2:27]([Cl:28])[Cl:29].[O:1]=[Cr:2]([Cl:3])([O-:4])=[O:5].[nH+:6]1[cH:7][cH:8][cH:9][cH:10][cH:11]1>>[CH2:12]([c:13]1[cH:14][cH:15][cH:16][cH:17][cH:18]1)[O:19][CH2:20][CH2:21][CH2:22][CH2:23][CH2:24][CH:25]=[O:26].